The task is: describe an organic reaction: reactants, conditions, products, and yield. This data is from the Open Reaction Database (ORD), a public repository of structured organic reaction records. Starting materials: C1CCOC1, C(=NC1CCCCC1)=NC1CCCCC1, O=C(O)c1cc(Cl)c[nH]1, O=C1CCC(=O)N1O. The product is O=C(ON1C(=O)CCC1=O)c1cc(Cl)c[nH]1. As a reaction SMILES: [CH2:33]1[O:34][CH2:35][CH2:36][CH2:37]1.[CH:18]1([N:19]=[C:20]=[N:21][CH:22]2[CH2:23][CH2:24][CH2:25][CH2:26][CH2:27]2)[CH2:28][CH2:29][CH2:30][CH2:31][CH2:32]1.[Cl:1][c:2]1[cH:3][c:4]([C:7](=[O:8])[OH:9])[nH:5][cH:6]1.[OH:10][N:11]1[C:12](=[O:17])[CH2:13][CH2:14][C:15]1=[O:16]>>[Cl:1][c:2]1[cH:3][c:4]([C:7](=[O:8])[O:9][N:11]2[C:12](=[O:17])[CH2:13][CH2:14][C:15]2=[O:16])[nH:5][cH:6]1. Starting materials: Cl.CN(CCCN=C=NCC)C (1-(3-Dimethylaminopropyl)-3-ethylcarbodiimide hydrochloride), [N+](=O)([O-])C1=CC=C(OCC(=O)O)C=C1 (4-nitrophenoxyacetic acid), C(C)(C)N1CCNCC1 (4-isopropylpiperazine), ON1N=NC2=C1C=CC=C2 (1-hydroxybenzotriazol), CN(C)C=O (DMF). Conditions: time 16 hour. Product: C(C)(C)N1CCN(CC1)COC(=O)C1=CC=C(C=C1)[N+](=O)[O-] (4-[(4-Isopropylpiperazino)carbomethoxy]nitrobenzene). Isolated yield 22.0%. RXN SMILES: Cl.[CH3:2][N:3]([CH3:12])[CH2:4][CH2:5]CN=C=NCC.[N+:13]([C:16]1[CH:26]=[CH:25][C:19](OCC(O)=O)=[CH:18][CH:17]=1)([O-:15])=[O:14].[CH:27]([N:30]1[CH2:35]CNCC1)([CH3:29])[CH3:28].[OH:36]N1C2C=CC=CC=2N=N1.CN([CH:49]=[O:50])C>>[CH:27]([N:30]1[CH2:5][CH2:4][N:3]([CH2:2][O:36][C:49]([C:19]2[CH:18]=[CH:17][C:16]([N+:13]([O-:15])=[O:14])=[CH:26][CH:25]=2)=[O:50])[CH2:12][CH2:35]1)([CH3:29])[CH3:28] |f:0.1|. Procedure details: 1-(3-Dimethylaminopropyl)-3-ethylcarbodiimide hydrochloride (2.14 g, 11.0 mmol) was added to a solution of 4-nitrophenoxyacetic acid (obtained as described in J. Med. Chem., 1984, 27, 967-78; 2.0 g, 10.0 mmol), 4-isopropylpiperazine (2.56 g, 20.0 mmol) and 1-hydroxybenzotriazol (2.06 g, 15.0 mmol) in DMF (50 ml) at 0° C. The mixture was stirred for 16 hours and volatile material was removed by evaporation. Water (50 ml) was added and the mixture was extracted with ethyl acetate (3×100 ml). The e... Reaction SMILES: [Cl:1][S:2]([OH:5])(=O)=[O:3].[C:6]1([CH2:12][C:13]([O:15][CH2:16][CH3:17])=[O:14])[CH:11]=[CH:10][CH:9]=[CH:8][CH:7]=1>>[Cl:1][S:2]([C:9]1[CH:10]=[CH:11][C:6]([CH2:12][C:13]([O:15][CH2:16][CH3:17])=[O:14])=[CH:7][CH:8]=1)(=[O:5])=[O:3]. Procedure: Chlorosulfonic acid (87 ml) was added dropwise to ethyl phenylacetate (48 g), and the mixture was stirred at 40° C. for 30 minutes. The reaction mixture was poured into ice water (1000 ml), and the separated oily substance was extracted with methylene chloride. The methylene chloride layer was washed successively with water and a saturated aqueous sodium chloride solution and dried over anhydrous magnesium sulfate. Evaporation of the solvent under reduced pressure gave ethyl 4-chlorosulfonylphen... Reaction conditions: temperature 40 celsius, time 30 minute. Yields the product ClS(=O)(=O)C1=CC=C(C=C1)CC(=O)OCC (ethyl 4-chlorosulfonylphenylacetate). Run in ice water. Reactants: ClS(=O)(=O)O (Chlorosulfonic acid), C1(=CC=CC=C1)CC(=O)OCC (ethyl phenylacetate). Starting materials: OCCc1cccc(Br)c1, CC(C)(C)[Si](C)(C)Cl, CN(C)C=O, O, c1c[nH]cn1. The product is CC(C)(C)[Si](C)(C)OCCc1cccc(Br)c1. As a reaction SMILES: [Br:1][c:2]1[cH:3][c:4]([CH2:8][CH2:9][OH:10])[cH:5][cH:6][cH:7]1.[C:11]([CH3:12])([CH3:13])([CH3:14])[Si:15]([CH3:16])([CH3:17])[Cl:18].[CH3:25][N:26]([CH3:27])[CH:28]=[O:29].[OH2:24].[nH:19]1[cH:20][cH:21][n:22][cH:23]1>>[Br:1][c:2]1[cH:3][c:4]([CH2:8][CH2:9][O:10][Si:15]([C:11]([CH3:12])([CH3:13])[CH3:14])([CH3:16])[CH3:17])[cH:5][cH:6][cH:7]1.